Dataset: the Open Reaction Database (ORD), a public repository of structured organic reaction records. Task: describe an organic reaction: reactants, conditions, products, and yield The reactants are BrCc1ccccc1, C1CCOC1, C[Si](C)(C)[N-][Si](C)(C)C, [Cl-], [Li+], [NH4+], O=C1CC(O)CO1. The product is O=C1OCC(O)C1Cc1ccccc1. RXN SMILES: [Br:18][CH2:19][c:20]1[cH:21][cH:22][cH:23][cH:24][cH:25]1.[CH2:28]1[O:29][CH2:30][CH2:31][CH2:32]1.[CH3:1][Si:2]([CH3:3])([CH3:4])[N-:5][Si:6]([CH3:7])([CH3:8])[CH3:9].[Cl-:26].[Li+:10].[NH4+:27].[OH:11][CH:12]1[CH2:13][C:14](=[O:15])[O:16][CH2:17]1>>[OH:11][CH:12]1[CH:13]([CH2:19][c:20]2[cH:21][cH:22][cH:23][cH:24][cH:25]2)[C:14](=[O:15])[O:16][CH2:17]1. Starting materials: C(C1=CC=CC=C1)N(C1=CC=C2C=CC=C(C2=C1)C1=CCN(CC1)C)CC1=CC=CC=C1 (7-dibenzylamino-1-(1-methyl-1,2,5,6-tetrahydropyrid-4-yl)-naphthalene). The reagents and catalysts are [OH-].[Pd+2].[OH-] (palladium hydroxide), [OH-].[Pd+2].[OH-] (palladium hydroxide). Run in C(C)(=O)O (acetic acid). Run at time 22 hour. The product is NC1=CC=C2C=CC=C(C2=C1)C1CCN(CC1)C (7-amino-1-(1-methyl-4-piperidinyl)-naphthalene). Yield: 33.2%. As a reaction SMILES: C([N:8](CC1C=CC=CC=1)[C:9]1[CH:18]=[C:17]2[C:12]([CH:13]=[CH:14][CH:15]=[C:16]2[C:19]2[CH2:24][CH2:23][N:22]([CH3:25])[CH2:21][CH:20]=2)=[CH:11][CH:10]=1)C1C=CC=CC=1>C(O)(=O)C.[OH-].[Pd+2].[OH-]>[NH2:8][C:9]1[CH:18]=[C:17]2[C:12]([CH:13]=[CH:14][CH:15]=[C:16]2[CH:19]2[CH2:20][CH2:21][N:22]([CH3:25])[CH2:23][CH2:24]2)=[CH:11][CH:10]=1 |f:2.3.4|. Procedure details: A mixture of 7-dibenzylamino-1-(1-methyl-1,2,5,6-tetrahydropyrid-4-yl)-naphthalene (2.85 g, 6.81 mmol) and palladium hydroxide (20% on carbon, 2.06 g) in glacial acetic acid (60 mL) was hydrogenated 22 hours (starting pressure approximately 50 psi). Additional palladium hydroxide (1 g) was added and hydrogenation was continued 13 hours more. The reaction was filtered through celite. The filtrate was neutralized with 4N sodium hydroxide and extracted with methylene chloride. This organic phase wa...